describe an organic reaction: reactants, conditions, products, and yield From a dataset of the Open Reaction Database (ORD), a public repository of structured organic reaction records. Starting materials: O=C(N=C=S)c1ccccc1, Nc1cc(Br)cc(OCc2ccccc2)c1, CC(C)=O. Product: O=C(NC(=S)Nc1cc(Br)cc(OCc2ccccc2)c1)c1ccccc1. RXN SMILES: [C:17]([c:18]1[cH:19][cH:20][cH:21][cH:22][cH:23]1)(=[O:24])[N:25]=[C:26]=[S:27].[CH2:1]([c:2]1[cH:3][cH:4][cH:5][cH:6][cH:7]1)[O:8][c:9]1[cH:10][c:11]([NH2:16])[cH:12][c:13]([Br:15])[cH:14]1.[CH3:28][C:29](=[O:30])[CH3:31]>>[CH2:1]([c:2]1[cH:3][cH:4][cH:5][cH:6][cH:7]1)[O:8][c:9]1[cH:10][c:11]([NH:16][C:26]([NH:25][C:17]([c:18]2[cH:19][cH:20][cH:21][cH:22][cH:23]2)=[O:24])=[S:27])[cH:12][c:13]([Br:15])[cH:14]1. As a reaction SMILES: [CH3:1][N:2]([CH:10]1[CH2:15][CH2:14][CH:13]([O:16][C:17]2[C:28]3[C:27]4[C@@H:26]([CH2:29]C=O)[CH2:25][CH2:24][C:23]=4[S:22][C:21]=3[N:20]=[CH:19][N:18]=2)[CH2:12][CH2:11]1)[C:3](=[O:9])[O:4][C:5]([CH3:8])([CH3:7])[CH3:6].CO[CH:34]([O:37][CH3:38])[O:35][CH3:36].CC1C=CC(S(O)(=O)=O)=CC=1>CO>[CH3:38][O:37][CH:34]([O:35][CH3:36])[CH2:29][C@H:26]1[CH2:25][CH2:24][C:23]2[S:22][C:21]3[N:20]=[CH:19][N:18]=[C:17]([O:16][CH:13]4[CH2:12][CH2:11][CH:10]([N:2]([CH3:1])[C:3](=[O:9])[O:4][C:5]([CH3:7])([CH3:6])[CH3:8])[CH2:15][CH2:14]4)[C:28]=3[C:27]1=2. Yield: 92.8%. Reactants: compound 43.1, CN(C(OC(C)(C)C)=O)C1CCC(CC1)OC1=NC=NC=2SC=3CC[C@@H](C3C12)CC=O (tert-butyl N-methyl-N-(4-[[(3R)-3-(2-oxoethyl)-7-thia-9,11-diazatricyclo[6.4.0.0[2,6]]dodeca-1(8),2(6),9,11-tetraen-12-yl]oxy]cyclohexyl)carbamate), COC(OC)OC (trimethoxymethane), CC1=CC=C(C=C1)S(=O)(=O)O (4-methylbenzene-1-sulfonic acid). The product is COC(C[C@@H]1C=2C=3C(=NC=NC3SC2CC1)OC1CCC(CC1)N(C(OC(C)(C)C)=O)C)OC (tert-butyl N-(4-[[(3R)-3-(2,2-dimethoxyethyl)-7-thia-9,11-diazatricyclo[6.4.0.0[2,6]]dodeca-1(8),2(6),9,11-tetraen-12-yl]oxy]cyclohexyl)-N-methylcarbamate). Procedure details: For the preparation of the starting material compound 43.1, see Example 43. Into a 50-mL round-bottom flask containing a solution of tert-butyl N-methyl-N-(4-[[(3R)-3-(2-oxoethyl)-7-thia-9,11-diazatricyclo[6.4.0.0[2,6]]dodeca-1(8),2(6),9,11-tetraen-12-yl]oxy]cyclohexyl)carbamate (460 mg, 1.03 mmol, 1.00 equiv) in methanol (15 mL) was added trimethoxymethane (548 mg, 5.16 mmol, 5.00 equiv) and 4-methylbenzene-1-sulfonic acid (18 mg, 0.10 mmol, 0.10 equiv) at room temperature under nitrogen. The r... Conditions: time 4 hour. The solvent is CO (methanol). The reactants are ClC1=C(C=NC=C1)N (4-chloropyrid-3-ylamine), C1(CCCC1)OC=1C=C(C(=O)Cl)C=CC1OC (3-cyclopentyloxy-4-methoxybenzoyl chloride). Run in N1=CC=CC=C1 (pyridine), C(C)OCC (diethyl ether). Run at time 8 hour. Yields the product ClC1=C(C=NC=C1)NC(C1=CC(=C(C=C1)OC)OC1CCCC1)=O (N-(4-chloropyrid-3-yl)-3-cyclopentyloxy-4-methoxybenzamide). Yield: 59.2%. Reaction SMILES: [Cl:1][C:2]1[CH:7]=[CH:6][N:5]=[CH:4][C:3]=1[NH2:8].[CH:9]1([O:14][C:15]2[CH:16]=[C:17]([CH:21]=[CH:22][C:23]=2[O:24][CH3:25])[C:18](Cl)=[O:19])[CH2:13][CH2:12][CH2:11][CH2:10]1>N1C=CC=CC=1.C(OCC)C>[Cl:1][C:2]1[CH:7]=[CH:6][N:5]=[CH:4][C:3]=1[NH:8][C:18](=[O:19])[C:17]1[CH:21]=[CH:22][C:23]([O:24][CH3:25])=[C:15]([O:14][CH:9]2[CH2:10][CH2:11][CH2:12][CH2:13]2)[CH:16]=1. Procedure: A stirred solution of 4-chloropyrid-3-ylamine (1.94 g) and 3-cyclopentyloxy-4-methoxybenzoyl chloride (3.85 g) in pyridine (50 mL) is heated at 80° C. for 7 hours and then it is allowed to stand overnight. The reaction mixture is evaporated, to give a brown oil, which is subjected to mplc on silica gel, using diethyl ether as eluent, to give N-(4-chloropyrid-3-yl)-3-cyclopentyloxy-4-methoxybenzamide (3.1 g), m.p. 130°-132° C.